Dataset: the Open Reaction Database (ORD), a public repository of structured organic reaction records. Task: describe an organic reaction: reactants, conditions, products, and yield The reactants are CS(=O)(=O)C1=NC(=CC(=N1)C1=CC=C(C=C1)S(=O)(=O)C)C(F)(F)F (2-(methylsulfonyl)-4-[4-(methylsulfonyl)phenyl]-6-(trifluoromethyl)pyrimidine), FC1=CC=C(CN)C=C1 (4-fluorobenzylamine). Solvent: O (water), CN1C(CCC1)=O (N-methylpyrrolidone). Run at time 18 hour. Product: FC1=CC=C(CNC2=NC(=CC(=N2)C2=CC=C(C=C2)S(=O)(=O)C)C(F)(F)F)C=C1 (N-(4-fluorobenzyl)-4-[4-(methylsulfonyl)phenyl]-6-(trifluoromethyl)pyrimidin-2-amine). As a reaction SMILES: CS([C:5]1[N:10]=[C:9]([C:11]2[CH:16]=[CH:15][C:14]([S:17]([CH3:20])(=[O:19])=[O:18])=[CH:13][CH:12]=2)[CH:8]=[C:7]([C:21]([F:24])([F:23])[F:22])[N:6]=1)(=O)=O.[F:25][C:26]1[CH:33]=[CH:32][C:29]([CH2:30][NH2:31])=[CH:28][CH:27]=1>CN1CCCC1=O.O>[F:25][C:26]1[CH:33]=[CH:32][C:29]([CH2:30][NH:31][C:5]2[N:10]=[C:9]([C:11]3[CH:16]=[CH:15][C:14]([S:17]([CH3:20])(=[O:19])=[O:18])=[CH:13][CH:12]=3)[CH:8]=[C:7]([C:21]([F:24])([F:23])[F:22])[N:6]=2)=[CH:28][CH:27]=1. Procedure: A stirred solution of 2-(methylsulfonyl)-4-[4-(methylsulfonyl)phenyl]-6-(trifluoromethyl)pyrimidine (1 g, 2.629 mmol) in N-methylpyrrolidone (10 ml) was treated with 4-fluorobenzylamine (0.60 ml). The mixture was stirred at room temp for 18 h and was then diluted with water (50 ml). This gave the title compound as a colourless solid which was collected by filtration and dried (0.72 g). The reactants are O.NN (Hydrazine hydrate), FC1=CC=C(C=C1)C=1C=C2C=CC(=CC2=CC1)S(=O)(=O)C1=C(C(=O)OC)C=CC=C1 (methyl 2-{[6-(4-fluorophenyl)-2-naphthyl]sulfonyl}benzoate). Solvent: O1CCOCC1 (1,4-dioxane). Conditions: time 1 hour. The product is FC1=CC=C(C=C1)C=1C=C2C=CC(=CC2=CC1)S(=O)(=O)C1=C(C=CC=C1)C=1OC=NN1 (2-(2-{[6-(4-fluorophenyl)-2-naphthyl]sulfonyl}phenyl)-1,3,4-oxadiazole). Isolated yield 51.1%. RXN SMILES: O.[NH2:2][NH2:3].[F:4][C:5]1[CH:10]=[CH:9][C:8]([C:11]2[CH:12]=[C:13]3[C:18](=[CH:19][CH:20]=2)[CH:17]=[C:16]([S:21]([C:24]2[CH:33]=[CH:32][CH:31]=[CH:30][C:25]=2[C:26]([O:28][CH3:29])=O)(=[O:23])=[O:22])[CH:15]=[CH:14]3)=[CH:7][CH:6]=1>O1CCOCC1>[F:4][C:5]1[CH:10]=[CH:9][C:8]([C:11]2[CH:12]=[C:13]3[C:18](=[CH:19][CH:20]=2)[CH:17]=[C:16]([S:21]([C:24]2[CH:33]=[CH:32][CH:31]=[CH:30][C:25]=2[C:26]2[O:28][CH:29]=[N:2][N:3]=2)(=[O:23])=[O:22])[CH:15]=[CH:14]3)=[CH:7][CH:6]=1 |f:0.1|. Procedure: Hydrazine hydrate (2.25 mL, 46 mmol) was added to a solution of methyl 2-{[6-(4-fluorophenyl)-2-naphthyl]sulfonyl}benzoate (Example 38, 0.42 g, 1.0 mmol) in 1,4-dioxane (1 mL), stirred for 1 hour at room temperature then heated at 90° C. overnight. Solvent was removed in vacuo and the residue azeotroped using toluene. Triethyl orthoformate (10 mL) and a catalytic quantity of (±)-10-camphorsulfonic acid were added to the resultant crude hydrazide then stirred and heated at 90° C. overnight. Solve... Reactants: BrC1=C(C=C(C=C1)O)C (4-bromo-3-methylphenol), C([O-])([O-])=O.[Cs+].[Cs+] (cesium carbonate), BrCCCOCC1=CC=CC=C1 (benzyl 3-bromopropyl ether), [I-].[Na+] (sodium iodide). The solvent is CN(C=O)C (N,N-dimethylformamide), O (water). The product is C(C1=CC=CC=C1)OCCCOC1=CC(=C(C=C1)Br)C (4-(3-benzyloxypropoxy)-1-bromo-2-methyl-benzene). RXN SMILES: [Br:1][C:2]1[CH:7]=[CH:6][C:5]([OH:8])=[CH:4][C:3]=1[CH3:9].C(=O)([O-])[O-].[Cs+].[Cs+].Br[CH2:17][CH2:18][CH2:19][O:20][CH2:21][C:22]1[CH:27]=[CH:26][CH:25]=[CH:24][CH:23]=1.[I-].[Na+]>CN(C)C=O.O>[CH2:21]([O:20][CH2:19][CH2:18][CH2:17][O:8][C:5]1[CH:6]=[CH:7][C:2]([Br:1])=[C:3]([CH3:9])[CH:4]=1)[C:22]1[CH:27]=[CH:26][CH:25]=[CH:24][CH:23]=1 |f:1.2.3,5.6|. Procedure details: To a solution of 4-bromo-3-methylphenol (2.5 g) in N,N-dimethylformamide (10 mL) were added cesium carbonate (4.79 g), benzyl 3-bromopropyl ether (2.48 mL) and a catalytic amount of sodium iodide, and the mixture was stirred at room temperature for 60 hours. The reaction mixture was poured into water, and the resulting mixture was extracted with diethyl ether. The organic layer was washed with water, and dried over anhydrous magnesium sulfate. The solvent was removed under reduced pressure to gi... The reactants are CCO, CCOP(C)(=O)c1ccccc1[N+](=O)[O-]. The product is CCOP(C)(=O)c1ccccc1N. RXN SMILES: [CH3:16][CH2:17][OH:18].[CH3:1][P:2]([O:3][CH2:4][CH3:5])(=[O:6])[c:7]1[c:8]([N+:13]([O-:14])=[O:15])[cH:9][cH:10][cH:11][cH:12]1>>[CH3:1][P:2]([O:3][CH2:4][CH3:5])(=[O:6])[c:7]1[c:8]([NH2:13])[cH:9][cH:10][cH:11][cH:12]1. Reactants: FC1=C(C(=CC=C1C1=CC(=CC=C1)F)F)CNC=1C(=C(OCC(=O)OCC)C=CC1F)F (ethyl 2-[3-[[2,6-difluoro-3-(3-fluorophenyl)phenyl]methylamino]-2,4-difluoro-phenoxy]acetate), [OH-].[Na+] (NaOH). Solvent: C1CCOC1 (THF). Run at time 3 hour. Product: FC1=C(C(=CC=C1C1=CC(=CC=C1)F)F)CNC=1C(=C(OCC(=O)O)C=CC1F)F (2-[3-[[2,6-difluoro-3-(3-fluorophenyl)phenyl]methylamino]-2,4-difluoro-phenoxy]acetic acid). Isolated yield 80.2%. RXN SMILES: [F:1][C:2]1[C:7]([C:8]2[CH:13]=[CH:12][CH:11]=[C:10]([F:14])[CH:9]=2)=[CH:6][CH:5]=[C:4]([F:15])[C:3]=1[CH2:16][NH:17][C:18]1[C:19]([F:32])=[C:20]([CH:28]=[CH:29][C:30]=1[F:31])[O:21][CH2:22][C:23]([O:25]CC)=[O:24].[OH-].[Na+]>C1COCC1>[F:1][C:2]1[C:7]([C:8]2[CH:13]=[CH:12][CH:11]=[C:10]([F:14])[CH:9]=2)=[CH:6][CH:5]=[C:4]([F:15])[C:3]=1[CH2:16][NH:17][C:18]1[C:19]([F:32])=[C:20]([CH:28]=[CH:29][C:30]=1[F:31])[O:21][CH2:22][C:23]([OH:25])=[O:24] |f:1.2|. Procedure details: To a solution of ethyl 2-[3-[[2,6-difluoro-3-(3-fluorophenyl)phenyl]methylamino]-2,4-difluoro-phenoxy]acetate (240 mg, 0.53 mmol, 1.0 eq) in THF (10 mL) was added a solution of aqueous NaOH (1M aqueous solution, 5 mL, 5 mmol, 9.4 eq). The reaction mixture was stirred at room temperature for 3 h. The organic solvent was removed in vacuo and the residue diluted with water and adjusted to pH 5-6 by addition of diluted HCl. The precipitate that formed was collected by filtration, washed with water a... The reactants are C([O-])([O-])=O.[K+].[K+] (potassium carbonate), N#CBr (cyanogen bromide), CN1CCC(CC1)(C1=C(C=CC=C1)SC1=CC=C(C=C1)Cl)C#N (1-methyl-4-cyano-4-[2-(4-chlorophenylthio)phenyl]piperidine). The solvent is C(Cl)(Cl)Cl (chloroform), C(Cl)(Cl)Cl (chloroform). The product is ClC1=CC=C(C=C1)SC1=C(C=CC=C1)C1(CCN(CC1)C#N)C#N (4-[2-(4-chlorophenylthio)phenyl]-1,4-dicyanopiperidine). As a reaction SMILES: [CH3:1][N:2]1[CH2:7][CH2:6][C:5]([C:22]#[N:23])([C:8]2[CH:13]=[CH:12][CH:11]=[CH:10][C:9]=2[S:14][C:15]2[CH:20]=[CH:19][C:18]([Cl:21])=[CH:17][CH:16]=2)[CH2:4][CH2:3]1.C(=O)([O-])[O-].[K+].[K+].[N:30]#CBr>C(Cl)(Cl)Cl>[Cl:21][C:18]1[CH:17]=[CH:16][C:15]([S:14][C:9]2[CH:10]=[CH:11][CH:12]=[CH:13][C:8]=2[C:5]2([C:22]#[N:23])[CH2:6][CH2:7][N:2]([C:1]#[N:30])[CH2:3][CH2:4]2)=[CH:20][CH:19]=1 |f:1.2.3|. Procedure details: A solution of 14.9 g of 1-methyl-4-cyano-4-[2-(4-chlorophenylthio)phenyl]piperidine, Example 1, in 75 ml of chloroform is added dropwise to a rapidly stirring mixture of 30.4 g of potassium carbonate and 7.6 g of cyanogen bromide in 80 ml of chloroform. After total addition, the reaction mixture is refluxed for 16 hours and then successively, filtered, washed thrice with 150 ml portions of water, washed once with 50 ml saturated sodium chloride solution and dried. The residue is dissolved in chl... The product is COC1=C(CN2C(C(=CC3=CC=CN=C23)C(=O)Cl)=O)C=CC=C1 (1-(2-methoxybenzyl)-2-oxo-1,2-dihydro-1,8-naphthyridine-3-carboxylic acid chloride). Procedure details: 3.83 g (12.3 mmol) of 1-(2-methoxybenzyl)-2-oxo-1,2-dihydro-1,8-naphthyridine-3-carboxylic acid was dissolved in dichloromethane (100 mL), and 7.5 mL (89 mmol) of oxalyl chloride was added thereto. One droplet of N,N-dimethylformamide was added to the above mixture, and the resulting mixture was stirred for one hour at 40° C. The reaction solution was concentrated under reduced pressure, and thus 1-(2-methoxybenzyl)-2-oxo-1,2-dihydro-1,8-naphthyridine-3-carboxylic acid chloride was obtained. The... Solvent: ClCCl (dichloromethane). Reaction conditions: temperature 40 celsius, time 1 hour. The reactants are C(C(=O)Cl)(=O)Cl (oxalyl chloride), COC1=C(CN2C(C(=CC3=CC=CN=C23)C(=O)O)=O)C=CC=C1 (1-(2-methoxybenzyl)-2-oxo-1,2-dihydro-1,8-naphthyridine-3-carboxylic acid), CN(C=O)C (N,N-dimethylformamide). RXN SMILES: [CH3:1][O:2][C:3]1[CH:23]=[CH:22][CH:21]=[CH:20][C:4]=1[CH2:5][N:6]1[C:15]2[C:10](=[CH:11][CH:12]=[CH:13][N:14]=2)[CH:9]=[C:8]([C:16](O)=[O:17])[C:7]1=[O:19].C(Cl)(=O)C([Cl:27])=O.CN(C)C=O>ClCCl>[CH3:1][O:2][C:3]1[CH:23]=[CH:22][CH:21]=[CH:20][C:4]=1[CH2:5][N:6]1[C:15]2[C:10](=[CH:11][CH:12]=[CH:13][N:14]=2)[CH:9]=[C:8]([C:16]([Cl:27])=[O:17])[C:7]1=[O:19].